From a dataset of the Open Reaction Database (ORD), a public repository of structured organic reaction records. describe an organic reaction: reactants, conditions, products, and yield Starting materials: C(C)(=O)[O-].[Na+] (Sodium acetate), C1(CC1)C(C(C(=O)C1=C(C=C(C=C1)SC)OC)=COCC)=O (3-cyclopropyl-2-ethoxymethylene-1-(2-methoxy-4-methylsulphenyl-phenyl)propan-1,3-dione), Cl.NO (hydroxylamine hydrochloride). Run in C(C)O (ethanol). Reaction conditions: time 8 hour. The product is C1(CC1)C1=C(C=NO1)C(C1=C(C=C(C=C1)SC)OC)=O (5-cyclopropyl-4-(2-methoxy-4-methylsulphenylbenzoyl)isoxazole), compound 249. Reaction SMILES: C([O-])(=O)C.[Na+].[CH:6]1([C:9](=[O:27])[C:10](=[CH:23]OCC)[C:11]([C:13]2[CH:18]=[CH:17][C:16]([S:19][CH3:20])=[CH:15][C:14]=2[O:21][CH3:22])=[O:12])[CH2:8][CH2:7]1.Cl.[NH2:29]O>C(O)C>[CH:6]1([C:9]2[O:27][N:29]=[CH:23][C:10]=2[C:11](=[O:12])[C:13]2[CH:18]=[CH:17][C:16]([S:19][CH3:20])=[CH:15][C:14]=2[O:21][CH3:22])[CH2:8][CH2:7]1 |f:0.1,3.4|. Procedure: Sodium acetate (7.87 g) was added to a stirred mixture of 3-cyclopropyl-2-ethoxymethylene-1-(2-methoxy-4-methylsulphenyl-phenyl)propan-1,3-dione (30.6 g) and hydroxylamine hydrochloride (8.0 g) in ethanol. The mixture was stirred at room temperature overnight, then evaporated to dryness and the residue was dissolved in ethyl acetate, washed with water, dried (anhydrous magnesium sulphate) and filtered. The filtrate was evaporated to dryness and the residue was triturated with ether and filtered ... Starting materials: C, COc1cc(C=CC(=O)NC2CCC(C)CC2)ccc1OCCCCCN(C)C, CO, [Pd]. The product is COc1cc(CCC(=O)NC2CCC(C)CC2)ccc1OCCCCCN(C)C. RXN SMILES: [C:30].[CH3:1][CH:2]1[CH2:3][CH2:4][CH:5]([NH:8][C:9]([CH:10]=[CH:11][c:12]2[cH:13][c:14]([O:27][CH3:28])[c:15]([O:18][CH2:19][CH2:20][CH2:21][CH2:22][CH2:23][N:24]([CH3:25])[CH3:26])[cH:16][cH:17]2)=[O:29])[CH2:6][CH2:7]1.[CH3:32][OH:33].[Pd:31]>>[CH3:1][CH:2]1[CH2:3][CH2:4][CH:5]([NH:8][C:9]([CH2:10][CH2:11][c:12]2[cH:13][c:14]([O:27][CH3:28])[c:15]([O:18][CH2:19][CH2:20][CH2:21][CH2:22][CH2:23][N:24]([CH3:25])[CH3:26])[cH:16][cH:17]2)=[O:29])[CH2:6][CH2:7]1. The reactants are [Si](C1=CC=CC=C1)(C1=CC=CC=C1)(C(C)(C)C)OCCC=1C=C(C=CC1)N1C(N(CC=2C1=NC(=NC2)S(=O)(=O)C)C2=C(C=C(C=C2)Cl)Cl)=O (1-[3-(tert-butyldiphenylsilyloxyethyl)phenyl]-3-(2,4-dichlorophenyl)-3,4-dihydro-7-methanesulfonyl-pyrimido[4,5-d]pyrimidin-2(1H)-one), C(C)N(CCOC1=CC=C(N)C=C1)CC (4-[2-(diethylamino)ethoxy]aniline). Conditions: temperature 180 celsius. The product is [Si](C1=CC=CC=C1)(C1=CC=CC=C1)(C(C)(C)C)OCCC=1C=C(C=CC1)N1C(N(CC=2C1=NC(=NC2)NC2=CC=C(C=C2)OCCN(CC)CC)C2=C(C=C(C=C2)Cl)Cl)=O (1-[3-(tert-butyldiphenylsilyloxyethyl)phenyl]-3-(2,4-dichlorophenyl)-7-[4-[2-(diethylamino)ethoxy]anilino]-3,4-dihydropyrimido[4,5-d]pyrimidin-2(1H)-one). Isolated yield 33.2%. Reaction SMILES: [Si:1]([O:18][CH2:19][CH2:20][C:21]1[CH:22]=[C:23]([N:27]2[C:32]3=[N:33][C:34](S(C)(=O)=O)=[N:35][CH:36]=[C:31]3[CH2:30][N:29]([C:41]3[CH:46]=[CH:45][C:44]([Cl:47])=[CH:43][C:42]=3[Cl:48])[C:28]2=[O:49])[CH:24]=[CH:25][CH:26]=1)([C:14]([CH3:17])([CH3:16])[CH3:15])([C:8]1[CH:13]=[CH:12][CH:11]=[CH:10][CH:9]=1)[C:2]1[CH:7]=[CH:6][CH:5]=[CH:4][CH:3]=1.[CH2:50]([N:52]([CH2:63][CH3:64])[CH2:53][CH2:54][O:55][C:56]1[CH:62]=[CH:61][C:59]([NH2:60])=[CH:58][CH:57]=1)[CH3:51]>>[Si:1]([O:18][CH2:19][CH2:20][C:21]1[CH:22]=[C:23]([N:27]2[C:32]3=[N:33][C:34]([NH:60][C:59]4[CH:58]=[CH:57][C:56]([O:55][CH2:54][CH2:53][N:52]([CH2:63][CH3:64])[CH2:50][CH3:51])=[CH:62][CH:61]=4)=[N:35][CH:36]=[C:31]3[CH2:30][N:29]([C:41]3[CH:46]=[CH:45][C:44]([Cl:47])=[CH:43][C:42]=3[Cl:48])[C:28]2=[O:49])[CH:24]=[CH:25][CH:26]=1)([C:14]([CH3:17])([CH3:16])[CH3:15])([C:8]1[CH:13]=[CH:12][CH:11]=[CH:10][CH:9]=1)[C:2]1[CH:7]=[CH:6][CH:5]=[CH:4][CH:3]=1. Procedure details: A mixture of 500 mg (0.7 mmol) of 1-[3-(tert-butyldiphenylsilyloxyethyl)phenyl]-3-(2,4-dichlorophenyl)-3,4-dihydro-7-methanesulfonyl-pyrimido[4,5-d]pyrimidin-2(1H)-one and 1 g (4.8 mmol) of 4-[2-(diethylamino)ethoxy]aniline was heated at 180° C. for 30 minutes. The mixture was cooled and the product purified by column chromatography on silica gel using dichloromethane/methanol/acetic acid/water (240:24:3:2) for the elution. Product-containing fractions were combined, evaporated and the residue e... Starting materials: ice water, [H-].[Na+] (sodium hydride), ice water, IC1=C(CO)C=CC=C1 (2-iodobenzyl alcohol), FC1=C(C#N)C(=CC=C1)F (2,6-difluorobenzonitrile), ice water. The solvent is CN(C)C=O (DMF), CN(C)C=O (DMF), CN(C)C=O (DMF). Run at time 45 minute. The product is FC1=C(C#N)C(=CC=C1)OCC1=C(C=CC=C1)I (2-fluoro-6-(2-iodobenzyloxy)-benzonitrile). The yield is 79.3%. Reaction SMILES: [H-].[Na+].[I:3][C:4]1[CH:11]=[CH:10][CH:9]=[CH:8][C:5]=1[CH2:6][OH:7].[F:12][C:13]1[CH:20]=[CH:19][CH:18]=[C:17](F)[C:14]=1[C:15]#[N:16]>CN(C=O)C>[F:12][C:13]1[CH:20]=[CH:19][CH:18]=[C:17]([O:7][CH2:6][C:5]2[CH:8]=[CH:9][CH:10]=[CH:11][C:4]=2[I:3])[C:14]=1[C:15]#[N:16] |f:0.1|. Procedure: To a cold (ice water) suspension of sodium hydride (216 mg; 5.0 mmol) in anhydrous DMF (4 mL) is added a solution of 2-iodobenzyl alcohol (1.17 gm; 5.0 mmol) in anhydrous DMF (5 mL) over 10 minutes. After allowing to room temperature over 45 minutes, this solution is added to a cold (ice water) stirred solution of 2,6-difluorobenzonitrile (702 mg; 5.0 mmol) in anhydrous DMF (3 mL), and allowed to room temperature over 4 hours. The reaction mixture is poured into ice water with vigorous stirring ... The reactants are C, Cc1nn(-c2ccccn2)c2[nH]c3ccc([N+](=O)[O-])cc3c(=O)c12, CN(C)C=O, [Pd]. Yields the product Cc1nn(-c2ccccn2)c2[nH]c3ccc(N)cc3c(=O)c12. As a reaction SMILES: [C:30].[CH3:1][c:2]1[n:3][n:4](-[c:19]2[n:20][cH:21][cH:22][cH:23][cH:24]2)[c:5]2[nH:6][c:7]3[cH:8][cH:9][c:10]([N+:16]([O-:17])=[O:18])[cH:11][c:12]3[c:13](=[O:15])[c:14]12.[CH3:25][N:26]([CH3:27])[CH:28]=[O:29].[Pd:31]>>[CH3:1][c:2]1[n:3][n:4](-[c:19]2[n:20][cH:21][cH:22][cH:23][cH:24]2)[c:5]2[nH:6][c:7]3[cH:8][cH:9][c:10]([NH2:16])[cH:11][c:12]3[c:13](=[O:15])[c:14]12. Starting materials: N#Cc1cc(Br)ccc1OCCCc1ccccc1, C#CC1(NC(=O)OC(C)(C)C)COC(C)(C)OC1, O=C([O-])[O-], CC#N, CC(C)c1cc(C(C)C)c(-c2ccccc2P(C2CCCCC2)C2CCCCC2)c(C(C)C)c1, [Cs+], [Cs+], O. The product is CC(C)(C)OC(=O)NC1(C#Cc2ccc(OCCCc3ccccc3)c(C#N)c2)COC(C)(C)OC1. As a reaction SMILES: [Br:1][c:2]1[cH:3][cH:4][c:5]([O:10][CH2:11][CH2:12][CH2:13][c:14]2[cH:15][cH:16][cH:17][cH:18][cH:19]2)[c:6]([C:7]#[N:8])[cH:9]1.[C:20]([CH3:21])([CH3:22])([CH3:23])[O:24][C:25]([NH:26][C:27]1([C:35]#[CH:36])[CH2:28][O:29][C:30]([CH3:33])([CH3:34])[O:31][CH2:32]1)=[O:37].[C:72](=[O:73])([O-:74])[O-:75].[CH3:78][C:79]#[N:80].[CH:38]1([P:39]([CH:40]2[CH2:41][CH2:42][CH2:43][CH2:44][CH2:45]2)[c:46]2[cH:47][cH:48][cH:49][cH:50][c:51]2-[c:52]2[c:53]([CH:54]([CH3:55])[CH3:56])[cH:57][c:58]([CH:59]([CH3:60])[CH3:61])[cH:62][c:63]2[CH:64]([CH3:65])[CH3:66])[CH2:67][CH2:68][CH2:69][CH2:70][CH2:71]1.[Cs+:76].[Cs+:77].[OH2:81]>>[c:2]1([C:36]#[C:35][C:27]2([NH:26][C:25]([O:24][C:20]([CH3:21])([CH3:22])[CH3:23])=[O:37])[CH2:28][O:29][C:30]([CH3:33])([CH3:34])[O:31][CH2:32]2)[cH:3][cH:4][c:5]([O:10][CH2:11][CH2:12][CH2:13][c:14]2[cH:15][cH:16][cH:17][cH:18][cH:19]2)[c:6]([C:7]#[N:8])[cH:9]1.